describe an organic reaction: reactants, conditions, products, and yield From a dataset of the Open Reaction Database (ORD), a public repository of structured organic reaction records. Starting materials: OC=1C=C(CO)C=C(C1)O (3,5-dihydroxybenzyl alcohol), 3,5-Bis[3-(tert-butyldimethylsilyloxy)propyl-1-oxy]benzyl alcohol, C(C1=CC=CC=C1)(=O)[O-] (benzoate). Reagents/catalysts: organotelluride, CN(C)C=1C=CN=CC1 (DMAP). The solvent is N1=CC=CC=C1 (pyridine). Product: C(C1=CC=CC=C1)(=O)OC(C1=CC=CC=C1)=O (benzoic anhydride). RXN SMILES: O[C:2]1[CH:3]=[C:4]([CH:7]=[C:8](O)[CH:9]=1)[CH2:5][OH:6].[C:11]([O-:19])(=[O:18])[C:12]1[CH:17]=[CH:16][CH:15]=[CH:14][CH:13]=1>CN(C1C=CN=CC=1)C.N1C=CC=CC=1>[C:5]([O:19][C:11](=[O:18])[C:12]1[CH:17]=[CH:16][CH:15]=[CH:14][CH:13]=1)(=[O:6])[C:4]1[CH:7]=[CH:8][CH:9]=[CH:2][CH:3]=1. Procedure: The synthesis of organotelluride catalysts based on 3,5-dihydroxybenzyl alcohol (1) is shown in FIG. 11. 3,5-Bis[3-(tert-butyldimethylsilyloxy)propyl-1-oxy]benzyl alcohol (5) (Francavilla et al., J. Am. Chem. Soc., 123:57 et al. (2001), which is hereby incorporated by reference in its entirety) was converted to the corresponding benzoate 6 in 99% isolated yield with benzoic anhydride and pyridine in the presence of catalytic DMAP. The silyl protecting groups were removed with HF-pyridine to give...